From a dataset of the Open Reaction Database (ORD), a public repository of structured organic reaction records. describe an organic reaction: reactants, conditions, products, and yield Starting materials: ClC=1C=C(C=NC1N1C[C@H](NCC1)C)CO ({5-Chloro-6-[(3R)-3-methyl-piperazin-1-yl]-pyridin-3-yl}-methanol), ClC1=NC2=C(N1)C=C(C=C2)C(F)(F)F (2-chloro-6-trifluoromethyl-1H-benzoimidazole). The solvent is O1CCOCC1 (dioxane). The product is ClC=1C=C(C=NC1N1C[C@H](N(CC1)C1=NC2=C(N1)C=CC(=C2)C(F)(F)F)C)CO ({5-Chloro-6-[(3R)-3-methyl-4-(5-trifluoromethyl-1H-benzoimidazol-2-yl)-piperazin-1-yl]-pyridin-3-yl}-methanol). Reaction SMILES: [Cl:1][C:2]1[CH:3]=[C:4]([CH2:15][OH:16])[CH:5]=[N:6][C:7]=1[N:8]1[CH2:13][CH2:12][NH:11][C@H:10]([CH3:14])[CH2:9]1.Cl[C:18]1[NH:22][C:21]2[CH:23]=[C:24]([C:27]([F:30])([F:29])[F:28])[CH:25]=[CH:26][C:20]=2[N:19]=1>O1CCOCC1>[Cl:1][C:2]1[CH:3]=[C:4]([CH2:15][OH:16])[CH:5]=[N:6][C:7]=1[N:8]1[CH2:13][CH2:12][N:11]([C:18]2[NH:19][C:20]3[CH:26]=[CH:25][C:24]([C:27]([F:30])([F:29])[F:28])=[CH:23][C:21]=3[N:22]=2)[C@H:10]([CH3:14])[CH2:9]1. Procedure details: A mixture of {5-chloro-6-[(3R)-3-methyl-piperazin-1-yl]-pyridin-3-yl}-methanol from step (a) above (96 mg, 0.4 mmol) and 2-chloro-6-trifluoromethyl-1H-benzoimidazole (71 mg, 0.32 mmol, Example 1c) in dioxane (2 mL) reacted under the conditions of Example 3c to give the title compound. MS (ESI, pos. ion) m/z: 426 (M+1).